This data is from the Open Reaction Database (ORD), a public repository of structured organic reaction records. The task is: describe an organic reaction: reactants, conditions, products, and yield Starting materials: [OH-].[K+] (Potassium hydroxide), Cl (hydrochloric acid), FC=1C=C(C=CC1C#C[Si](C)(C)C)N1C(O[C@H](C1)CN1N=NC=C1)=O ((5R)-3-{3-Fluoro-4-[(trimethylsilyl)ethynyl]phenyl}-5-(1H-1,2,3-triazol-1-ylmethyl)-1,3-oxazolidin-2-one), FC=1C=C(C=CC1C#C[Si](C)(C)C)N1C(O[C@H](C1)CN1N=NC=C1)=O ((5R)-3-{3-Fluoro-4-[(trimethylsilyl)ethynyl]phenyl}-5-(1H-1,2,3-triazol-1-ylmethyl)-1,3-oxazolidin-2-one). Solvent: O (water), CO (methanol), C(Cl)Cl (methylene chloride). Conditions: time 20 minute. The product is C(#C)C1=C(C=C(C=C1)N1C(O[C@H](C1)CN1N=NC=C1)=O)F ((5R)-3-(4-Ethynyl-3-fluorophenyl)-5-(1H-1,2,3-triazol-1-ylmethyl)-1,3-oxazolidin-2-one). Isolated yield 47.3%. As a reaction SMILES: [F:1][C:2]1[CH:3]=[C:4]([N:14]2[CH2:18][C@H:17]([CH2:19][N:20]3[CH:24]=[CH:23][N:22]=[N:21]3)[O:16][C:15]2=[O:25])[CH:5]=[CH:6][C:7]=1[C:8]#[C:9][Si](C)(C)C.[OH-].[K+].Cl>CO.C(Cl)Cl.O>[C:8]([C:7]1[CH:6]=[CH:5][C:4]([N:14]2[CH2:18][C@H:17]([CH2:19][N:20]3[CH:24]=[CH:23][N:22]=[N:21]3)[O:16][C:15]2=[O:25])=[CH:3][C:2]=1[F:1])#[CH:9] |f:1.2|. Reported procedure: (5R)-3-{3-Fluoro-4-[(trimethylsilyl)ethynyl]phenyl}-5-(1H-1,2,3-triazol-1-ylmethyl)-1,3-oxazolidin-2-one (Intermediate 17, 6.1 g, 17 mmol) was stirred in methanol (155 ml). 1 N Potassium hydroxide (30 ml) was added and the reaction was stirred for 20 minutes. The solution was diluted with methylene chloride (200 ml) then acidified to pH 1.5 using 1 N hydrochloric acid. The solution was diluted with water and the compound was extracted using methylene chloride. The organic layer was washed with w... The reactants are C(CCCCCCCO)O (1,8-Octanediol), Br (HBr). Solvent: C1=CC=CC=C1 (benzene). The product is BrCCCCCCCCO (1-bromo-octan-8-ol). Yield: 71.0%. RXN SMILES: [CH2:1](O)[CH2:2][CH2:3][CH2:4][CH2:5][CH2:6][CH2:7][CH2:8][OH:9].[BrH:11]>C1C=CC=CC=1>[Br:11][CH2:1][CH2:2][CH2:3][CH2:4][CH2:5][CH2:6][CH2:7][CH2:8][OH:9]. Reported procedure: 1,8-Octanediol (14.62 g, 0.1 mole) was dissolved in benzene (200 mls) and 12.5 mls of conc (46.48%) aqueous HBr added. The mixture was then heated overnight at reflux whilst removing the water using a Dean & Stark apparatus. About 12 mls of water were rapidly removed within the first 4 hours. The crude mixture was washed with 6N NaOH (100 mls), 10% aq HCl (100 mls), water (2×200 mls) and brine (150 mls). The solvent was removed to give a colourless liquid, (14.8 g, 71%) 1-bromo-octan-8-ol. Reactants: NC1=C(C=O)C=C(C=C1)OC(F)(F)F (2-amino-5-(trifluoromethoxy)benzaldehyde), C([O-])([O-])=O.[K+].[K+] (potassium carbonate), FC(/C=C/C(=O)OCC)(F)F (ethyl 4,4,4-trifluorocrotonate). The solvent is CN(C=O)C (dimethylformamide). Reaction conditions: temperature 90 celsius. The product is FC(OC=1C=C2C=C(C(NC2=CC1)C(F)(F)F)C(=O)OCC)(F)F (ethyl 1,2-dihydro-6-(trifluoro-methoxy)-2(trifluoromethyl)-3-quinolinecarboxylate). The yield is 103.9%. RXN SMILES: [NH2:1][C:2]1[CH:9]=[CH:8][C:7]([O:10][C:11]([F:14])([F:13])[F:12])=[CH:6][C:3]=1[CH:4]=O.C(=O)([O-])[O-].[K+].[K+].[F:21][C:22]([F:31])([F:30])/[CH:23]=[CH:24]/[C:25]([O:27][CH2:28][CH3:29])=[O:26]>CN(C)C=O>[F:12][C:11]([F:14])([F:13])[O:10][C:7]1[CH:6]=[C:3]2[C:2](=[CH:9][CH:8]=1)[NH:1][CH:23]([C:22]([F:21])([F:31])[F:30])[C:24]([C:25]([O:27][CH2:28][CH3:29])=[O:26])=[CH:4]2 |f:1.2.3|. Procedure: The 2-amino-5-(trifluoromethoxy)benzaldehyde from Step 3 (5.3 g, 26 mmol), anhydrous potassium carbonate (6.9 g, 50 mmol), and ethyl 4,4,4-trifluorocrotonate (7.7 mL, 50 mmol) were mixed in anhydrous dimethylformamide (50 mL) and heated at 90° C. for 6 hours. The reaction was allowed to cool to room temperature and was partitioned between ethyl acetate (200 mL) and water (200 mL). The aqueous layer was extracted with more ethyl acetate (100 mL). The ethyl acetate extracts were combined and washe... The reactants are O=C([O-])O, CC[N+](CC)(CC)Cc1ccccc1, [Cl-], Oc1nc(-c2ccc(C(F)(F)F)cc2)cc2ncnn12, [Na+], O=P(Cl)(Cl)Cl. Product: FC(F)(F)c1ccc(-c2cc3ncnn3c(Cl)n2)cc1. As a reaction SMILES: [C:41](=[O:42])([OH:43])[O-:44].[CH2:27]([N+:28]([CH2:29][CH3:30])([CH2:31][CH3:32])[CH2:33][CH3:34])[c:35]1[cH:36][cH:37][cH:38][cH:39][cH:40]1.[Cl-:26].[F:1][C:2]([c:3]1[cH:4][cH:5][c:6](-[c:9]2[cH:10][c:11]3[n:12]([c:13]([OH:15])[n:14]2)[n:16][cH:17][n:18]3)[cH:7][cH:8]1)([F:19])[F:20].[Na+:45].[P:21]([Cl:22])([Cl:23])([Cl:24])=[O:25]>>[F:1][C:2]([c:3]1[cH:4][cH:5][c:6](-[c:9]2[cH:10][c:11]3[n:12]([c:13]([Cl:23])[n:14]2)[n:16][cH:17][n:18]3)[cH:7][cH:8]1)([F:19])[F:20]. Reaction conditions: temperature 80 celsius, time 6 hour. The solvent is CN(C=O)C (dimethylformamide). Reported procedure: In 150 ml of dimethylformamide was dissolved 8.42 g (46.2 mmol) of 4,5-dihydro-6-mercapto-1-methylpyrazolo[3,4-d]pyrimidin-4(1H)-one [Helv. Chim. Acta, 42, 349 (1959)], and 12.8 g (92.4 mmol) of potassium carbonate and 18.0 ml (69.3 mmol) of ethyl 2,3-dibromopropionate were added to the solution, followed by stirring at 80° C. for 6 hours. After evaporation of the solvent, the residue was subjected to partition between chloroform and water, and the chloroform layer was concentrated to dryness un... The product is C(C)OC(=O)C1CN2C(=NC3=C(C2=O)C=NN3C)S1 (6,7-Dihydro-7-ethoxycarbonyl-1-methylpyrazolo[3,4-d]thiazolo[3,2-a]pyrimidin-4(1H)-one). Reactants: SC=1NC(C2=C(N1)N(N=C2)C)=O (4,5-dihydro-6-mercapto-1-methylpyrazolo[3,4-d]pyrimidin-4(1H)-one), C([O-])([O-])=O.[K+].[K+] (potassium carbonate), BrC(C(=O)OCC)CBr (ethyl 2,3-dibromopropionate). Isolated yield 24.4%. Reaction SMILES: [SH:1][C:2]1[NH:3][C:4](=[O:12])[C:5]2[CH:10]=[N:9][N:8]([CH3:11])[C:6]=2[N:7]=1.C(=O)([O-])[O-].[K+].[K+].Br[CH:20]([CH2:26]Br)[C:21]([O:23][CH2:24][CH3:25])=[O:22]>CN(C)C=O>[CH2:24]([O:23][C:21]([CH:20]1[S:1][C:2]2=[N:7][C:6]3[N:8]([CH3:11])[N:9]=[CH:10][C:5]=3[C:4](=[O:12])[N:3]2[CH2:26]1)=[O:22])[CH3:25] |f:1.2.3|. The reactants are ClC1=NC(=NC=C1C(F)(F)F)NC1=C(C=C(CP(OCC)(OCC)=O)C=C1)OCC (diethyl (4-{[4-chloro-5-(trifluoromethyl)pyrimidin-2-yl]amino}-3-ethoxybenzyl)phosphonate), ClC1=NC(=NC=C1C(F)(F)F)NC1=C(C=C(CP(OCC)(OCC)=O)C=C1)OCC (diethyl (4-{[4-chloro-5-(trifluoromethyl)pyrimidin-2-yl]amino}-3-ethoxybenzyl)phosphonate), NC=1C=CC(=C2CN(C(C12)=O)C)[C@H]1CC[C@H](CC1)C(=O)OCC (ethyl cis-4-(7-amino-2-methyl-1-oxo-2,3-dihydro-1H-isoindol-4-yl)cyclohexanecarboxylate). Yields the product C(C)OP(=O)(OCC)CC1=CC(=C(C=C1)NC1=NC=C(C(=N1)NC=1C=CC(=C2CN(C(C12)=O)C)[C@H]1CC[C@H](CC1)C(=O)OCC)C(F)(F)F)OCC (Ethyl cis-4-(7-{[2-({4-[(diethoxyphosphoryl)methyl]-2-ethoxyphenyl}amino)-5-(trifluoromethyl)pyrimidin-4-yl]amino}-2-methyl-1-oxo-2,3-dihydro-1H-isoindol-4-yl)cyclohexanecarboxylate). The yield is 73.7%. As a reaction SMILES: Cl[C:2]1[C:7]([C:8]([F:11])([F:10])[F:9])=[CH:6][N:5]=[C:4]([NH:12][C:13]2[CH:27]=[CH:26][C:16]([CH2:17][P:18](=[O:25])([O:22][CH2:23][CH3:24])[O:19][CH2:20][CH3:21])=[CH:15][C:14]=2[O:28][CH2:29][CH3:30])[N:3]=1.[NH2:31][C:32]1[CH:33]=[CH:34][C:35]([C@@H:43]2[CH2:48][CH2:47][C@H:46]([C:49]([O:51][CH2:52][CH3:53])=[O:50])[CH2:45][CH2:44]2)=[C:36]2[C:40]=1[C:39](=[O:41])[N:38]([CH3:42])[CH2:37]2>>[CH2:20]([O:19][P:18]([CH2:17][C:16]1[CH:26]=[CH:27][C:13]([NH:12][C:4]2[N:3]=[C:2]([NH:31][C:32]3[CH:33]=[CH:34][C:35]([C@@H:43]4[CH2:44][CH2:45][C@H:46]([C:49]([O:51][CH2:52][CH3:53])=[O:50])[CH2:47][CH2:48]4)=[C:36]4[C:40]=3[C:39](=[O:41])[N:38]([CH3:42])[CH2:37]4)[C:7]([C:8]([F:11])([F:10])[F:9])=[CH:6][N:5]=2)=[C:14]([O:28][CH2:29][CH3:30])[CH:15]=1)([O:22][CH2:23][CH3:24])=[O:25])[CH3:21]. Procedure: The title compound was prepared according to the procedure for Example 102 using diethyl (4-{[4-chloro-5-(trifluoromethyl)pyrimidin-2-yl]amino}-3-ethoxybenzyl)phosphonate (Compound 244A 123.2 mg, 0.26 mmol) and ethyl cis-4-(7-amino-2-methyl-1-oxo-2,3-dihydro-1H-isoindol-4-yl)cyclohexanecarboxylate (100.0 mg, 0.32 mmol). The reaction mixture was concentrated in vacuo and purified by on an ISCO CombiFlash®Rf System eluting with: 0→5% MeOH in DCM] to afford 143.3 mg (73%) of the desired product. 1H...